Dataset: the Open Reaction Database (ORD), a public repository of structured organic reaction records. Task: describe an organic reaction: reactants, conditions, products, and yield The reactants are [N+](=O)([O-])C1=C(C=CC=C1)C=1N=C(SC1)NC(CCCCCCC(=O)NOCC1=CC=CC=C1)=O (octanedioic acid benzyloxy-amide [4-(2-nitro-phenyl)-thiazol-2-yl]-amide), B(Br)(Br)Br (boron tribromide). Solvent: C(Cl)Cl (methylene chloride), C(Cl)Cl (methylene chloride). Run at time 2 hour. Product: [N+](=O)([O-])C1=C(C=CC=C1)C=1N=C(SC1)NC(CCCCCCC(=O)NO)=O (octanedioic acid hydroxyamide [4-(2-nitro-phenyl)-thiazol-2-yl]-amide). The yield is 55.3%. Reaction SMILES: [N+:1]([C:4]1[CH:9]=[CH:8][CH:7]=[CH:6][C:5]=1[C:10]1[N:11]=[C:12]([NH:15][C:16](=[O:34])[CH2:17][CH2:18][CH2:19][CH2:20][CH2:21][CH2:22][C:23]([NH:25][O:26]CC2C=CC=CC=2)=[O:24])[S:13][CH:14]=1)([O-:3])=[O:2].B(Br)(Br)Br>C(Cl)Cl>[N+:1]([C:4]1[CH:9]=[CH:8][CH:7]=[CH:6][C:5]=1[C:10]1[N:11]=[C:12]([NH:15][C:16](=[O:34])[CH2:17][CH2:18][CH2:19][CH2:20][CH2:21][CH2:22][C:23]([NH:25][OH:26])=[O:24])[S:13][CH:14]=1)([O-:3])=[O:2]. Reported procedure: A mixture of compound 15 (0.040 g, 0.083 mmol) in methylene chloride (1 mL) was cooled to −30° C. while boron tribromide (0.18 ml) 1M in methylene chloride was added dropwise. After stirring at room temperature for 2 hours, the mixture was cooled to 0° C. and quenched with saturated sodium bicarbonate. The reaction mixture was diluted with ethyl acetate and washed sequentially with saturated NaHCO3, and brine. The organic layer was dried over sodium sulfate and concentrated in vacuo to provide a... Starting materials: CN1CC2=C(NC=3C=CC(=CC23)C)CC1 (2,8-dimethyl-2,3,4,5-tetrahydro-1H-pyrido[4,3-b]indole), [OH-].[K+] (KOH), CC1=C(SC=C1)C=C (3-methyl-2-vinyl-thiophene). The solvent is CN1CCCC1=O (NMP), O (water). Reaction conditions: temperature 90 celsius, time 5 hour. Product: CN1CC2=C(N(C=3C=CC(=CC23)C)CCC=2SC=CC2C)C=C1 (2,8-dimethyl-5-[2-(3-methyl-thiophen-2-yl)-ethyl]-2,5-dihydro-1H-pyrido[4,3-b]indole). As a reaction SMILES: [CH3:1][N:2]1[CH2:15][CH2:14][C:5]2[NH:6][C:7]3[CH:8]=[CH:9][C:10]([CH3:13])=[CH:11][C:12]=3[C:4]=2[CH2:3]1.[OH-].[K+].[CH3:18][C:19]1[CH:23]=[CH:22][S:21][C:20]=1[CH:24]=[CH2:25]>CN1C(=O)CCC1.O>[CH3:1][N:2]1[CH:15]=[CH:14][C:5]2[N:6]([CH2:25][CH2:24][C:20]3[S:21][CH:22]=[CH:23][C:19]=3[CH3:18])[C:7]3[CH:8]=[CH:9][C:10]([CH3:13])=[CH:11][C:12]=3[C:4]=2[CH2:3]1 |f:1.2|. Procedure: To a solution of 2,8-dimethyl-2,3,4,5-tetrahydro-1H-pyrido[4,3-b]indole (250 mg, 1.25 mmol) in NMP (1 mL) were added powdered KOH (490 mg, 8.75 mmol) and 3-methyl-2-vinyl-thiophene (310 mg, 2.25 mmol), and the reaction mixture stirred at 90° C. for 5 h. The reaction mixture was diluted with water (20 mL) and extracted with EtOAc (3×20 mL). The combined organic layer was washed with water (5×25 mL), dried over anhydrous sodium sulfate and concentrated under reduced pressure. The residue was purif...